Dataset: the Open Reaction Database (ORD), a public repository of structured organic reaction records. Task: describe an organic reaction: reactants, conditions, products, and yield The reactants are ClC1=CC=C(C(=C1)C1=C(C=C(C=C1)S(=O)(=O)CC)OC)C#N (5-chloro-4′-(ethylsulfonyl)-2′-methoxy-[1,1′-biphenyl]-2-carbonitrile), C(C)(=O)[O-].[K+] (potassium acetate), B1(OC(C(O1)(C)C)(C)C)B2OC(C(O2)(C)C)(C)C (bis(pinacolato)diboron). The reagents and catalysts are C1(=CC=CC=C1)P(C1=CC=CC=C1)[C-]1C=CC=C1.[C-]1(C=CC=C1)P(C1=CC=CC=C1)C1=CC=CC=C1.[Fe+2].[Pd](Cl)Cl (bis(diphenylphosphino)ferrocene palladium(II)dichloride). Solvent: O1CCOCC1 (dioxane). Run at time 16 hour. Product: C(#N)C1=CC=C(C=C1C1=C(C=C(C=C1)S(=O)(=O)CC)OC)B(O)O ((6-Cyano-4′-(ethylsulfonyl)-2′-methoxy-[1,1-biphenyl]-3-yl)boronic acid). The yield is 25.0%. As a reaction SMILES: Cl[C:2]1[CH:7]=[C:6]([C:8]2[CH:13]=[CH:12][C:11]([S:14]([CH2:17][CH3:18])(=[O:16])=[O:15])=[CH:10][C:9]=2[O:19][CH3:20])[C:5]([C:21]#[N:22])=[CH:4][CH:3]=1.C([O-])(=O)C.[K+].[B:28]1(B2OC(C)(C)C(C)(C)O2)[O:32]C(C)(C)C(C)(C)[O:29]1>O1CCOCC1.C1(P([C-]2C=CC=C2)C2C=CC=CC=2)C=CC=CC=1.[C-]1(P(C2C=CC=CC=2)C2C=CC=CC=2)C=CC=C1.[Fe+2].[Pd](Cl)Cl>[C:21]([C:5]1[C:6]([C:8]2[CH:13]=[CH:12][C:11]([S:14]([CH2:17][CH3:18])(=[O:16])=[O:15])=[CH:10][C:9]=2[O:19][CH3:20])=[CH:7][C:2]([B:28]([OH:32])[OH:29])=[CH:3][CH:4]=1)#[N:22] |f:1.2,5.6.7.8|. Procedure: To a solution of 5-chloro-4′-(ethylsulfonyl)-2′-methoxy-[1,1′-biphenyl]-2-carbonitrile (Preparation 66, 330 mg, 0.985 mmol) in dioxane (5 mL) was added bis(diphenylphosphino)ferrocene-palladium(II)dichloride (30 mg, 0.12 mmol), potassium acetate (290 mg, 2.95 mmol) and bis(pinacolato)diboron (3.75 mg, 1.48 mmol). The reaction was degassed and then placed on a preheated hot plate (100° C.) for 16 hours. The reaction mixture was cooled to room temperature, filtered through celite and the solvent r... Yields the product COC(=O)c1ccc2c(c1)NCCS2. Reactants: B, COC(=O)c1ccc2c(c1)NC(=O)CS2, C1CCOC1, C1CCOC1. As a reaction SMILES: [BH3:6].[CH3:7][O:8][C:9](=[O:10])[c:11]1[cH:12][cH:13][c:14]2[c:15]([cH:21]1)[NH:16][C:17](=[O:20])[CH2:18][S:19]2.[O:1]1[CH2:2][CH2:3][CH2:4][CH2:5]1.[O:22]1[CH2:23][CH2:24][CH2:25][CH2:26]1>>[CH3:7][O:8][C:9](=[O:10])[c:11]1[cH:12][cH:13][c:14]2[c:15]([cH:21]1)[NH:16][CH2:17][CH2:18][S:19]2. Starting materials: CCO, O=[N+]([O-])c1ccc(Sc2ccnc3ccccc23)cc1. Yields the product Nc1ccc(Sc2ccnc3ccccc23)cc1. As a reaction SMILES: [CH3:21][CH2:22][OH:23].[N+:1]([O-:2])(=[O:3])[c:4]1[cH:5][cH:6][c:7]([S:10][c:11]2[cH:12][cH:13][n:14][c:15]3[cH:16][cH:17][cH:18][cH:19][c:20]23)[cH:8][cH:9]1>>[NH2:1][c:4]1[cH:5][cH:6][c:7]([S:10][c:11]2[cH:12][cH:13][n:14][c:15]3[cH:16][cH:17][cH:18][cH:19][c:20]23)[cH:8][cH:9]1.